Dataset: the Open Reaction Database (ORD), a public repository of structured organic reaction records. Task: describe an organic reaction: reactants, conditions, products, and yield Starting materials: OC[C@]1(CCC(O1)=O)C=CC(=O)OCCCCCCCCCCCCCC ((S)-5-Hydroxymethyl-5-[2-(tetradecyloxycarbonyl)ethenyl]tetrahydro-2-furanone), [H][H] (hydrogen). The reagents and catalysts are [Pd] (Pd-C). Run in CCOC(=O)C (EtOAc). The product is OC[C@@]1(CCC(O1)=O)CCC(=O)OCCCCCCCCCCCCCC ((R)-5-Hydroxymethyl-5-[2-(tetradecyloxycarbonyl) ethyl]tetrahydro-2-furanone). Yield: 98.2%. Reaction SMILES: [OH:1][CH2:2][C@:3]1([CH:9]=[CH:10][C:11]([O:13][CH2:14][CH2:15][CH2:16][CH2:17][CH2:18][CH2:19][CH2:20][CH2:21][CH2:22][CH2:23][CH2:24][CH2:25][CH2:26][CH3:27])=[O:12])[O:7][C:6](=[O:8])[CH2:5][CH2:4]1.[H][H]>CCOC(C)=O.[Pd]>[OH:1][CH2:2][C@@:3]1([CH2:9][CH2:10][C:11]([O:13][CH2:14][CH2:15][CH2:16][CH2:17][CH2:18][CH2:19][CH2:20][CH2:21][CH2:22][CH2:23][CH2:24][CH2:25][CH2:26][CH3:27])=[O:12])[O:7][C:6](=[O:8])[CH2:5][CH2:4]1. Procedure: A solution of 3.5 (0.154 g, 0.4 mmol) in EtOAc (20 mL) was treated with 10% Pd-C (0.4 g) and hydrogenated under a hydrogen balloon for 2 h. The reaction mixture was filtered and the filtrate was concentrated. The residue was purified by flash column chromatography over silica gel with EtOAc:hexanes (2:1) as eluant to give 3.3 (0.151 g, 98%) as a white solid; mp 59° C.; [α]22D +7.90° (c 1.0, CHCl3). The IR, 1H NMR, and 13C NMR were identical to those reported for the racemate 3.2. Anal. Calcd for... As a reaction SMILES: [CH3:29][CH2:30][OH:31].[CH:32](=[O:33])[c:34]1[cH:35][cH:36][cH:37][cH:38][cH:39]1.[ClH:40].[NH:1]([NH2:2])[C:3](=[O:4])[c:5]1[cH:6][c:7]2[c:8]([nH:9][n:10][c:11]2[NH:12][C:13]([c:14]2[cH:15][cH:16][c:17]([N:20]3[CH2:21][CH2:22][N:23]([CH3:26])[CH2:24][CH2:25]3)[cH:18][cH:19]2)=[O:27])[s:28]1.[O:41]1[CH2:42][CH2:43][CH2:44][CH2:45]1>>[NH:1]([N:2]=[CH:32][c:34]1[cH:35][cH:36][cH:37][cH:38][cH:39]1)[C:3](=[O:4])[c:5]1[cH:6][c:7]2[c:8]([nH:9][n:10][c:11]2[NH:12][C:13]([c:14]2[cH:15][cH:16][c:17]([N:20]3[CH2:21][CH2:22][N:23]([CH3:26])[CH2:24][CH2:25]3)[cH:18][cH:19]2)=[O:27])[s:28]1. The reactants are CCO, O=Cc1ccccc1, Cl, CN1CCN(c2ccc(C(=O)Nc3n[nH]c4sc(C(=O)NN)cc34)cc2)CC1, C1CCOC1. The product is CN1CCN(c2ccc(C(=O)Nc3n[nH]c4sc(C(=O)NN=Cc5ccccc5)cc34)cc2)CC1. The reactants are C(C)(C)C=1C=CC(=C(C1)C=1C(=CC(=CC1)C(F)(F)F)C#N)OC (5′-isopropyl-2′-methoxy-4-(trifluoromethyl)biphenyl-2-carbonitrile), [OH-].[K+] (KOH). Solvent: O (H2O), CC(C)O (i-PrOH), O (water). The product is C(C)(C)C=1C=CC(=C(C1)C=1C(=CC(=CC1)C(F)(F)F)C(=O)N)OC (5′-isopropyl-2′-methoxy-4-(trifluoromethyl)biphenyl-2-carboxamide). As a reaction SMILES: [CH:1]([C:4]1[CH:5]=[CH:6][C:7]([O:22][CH3:23])=[C:8]([C:10]2[C:11]([C:20]#[N:21])=[CH:12][C:13]([C:16]([F:19])([F:18])[F:17])=[CH:14][CH:15]=2)[CH:9]=1)([CH3:3])[CH3:2].[OH-:24].[K+]>O.CC(O)C>[CH:1]([C:4]1[CH:5]=[CH:6][C:7]([O:22][CH3:23])=[C:8]([C:10]2[C:11]([C:20]([NH2:21])=[O:24])=[CH:12][C:13]([C:16]([F:17])([F:18])[F:19])=[CH:14][CH:15]=2)[CH:9]=1)([CH3:3])[CH3:2] |f:1.2|. Procedure details: A solution of 5′-isopropyl-2′-methoxy-4-(trifluoromethyl)biphenyl-2-carbonitrile (727 mg, 2.28 mmol) and KOH (767 mg, 13.7 mmol) in H2O (7.70 mL) and i-PrOH (11.55 mL) was subjected to microwave irradiation (300 W 130° C., 4 h) in a sealed tube. The reaction mixture was concentrated in vacuo to remove the i-PrOH. The aqueous slurry obtained was diluted with water (50 mL) and extracted with EtOAc (50 mL). The organic extract was dried (Na2SO4) and concentrated in vacuo to afford 5′-isopropyl-2′-m... Reactants: ClCC(/C=C/C(=O)OCC)=O (ethyl (2E)-5-chloro-4-oxo-2-pentenoate), ClC1=CC=C(C(=O)N2CC(CC2)NC(=S)N)C=C1 (N-[1-(4-chlorobenzoyl)-3-pyrrolidinyl]thiourea). The solvent is C(C)#N (acetonitrile). Conditions: temperature 70 celsius, time 3 hour. Product: ClC1=CC=C(C(=O)N2CC(CC2)NC=2SC=C(N2)/C=C/C(=O)OCC)C=C1 (ethyl (2E)-3-(2-{[1-(4-chlorobenzoyl)-3-pyrrolidinyl]amino}-1,3-thiazol-4-yl)acrylate). Yield: 87.4%. RXN SMILES: Cl[CH2:2][C:3](=O)/[CH:4]=[CH:5]/[C:6]([O:8][CH2:9][CH3:10])=[O:7].[Cl:12][C:13]1[CH:29]=[CH:28][C:16]([C:17]([N:19]2[CH2:23][CH2:22][CH:21]([NH:24][C:25]([NH2:27])=[S:26])[CH2:20]2)=[O:18])=[CH:15][CH:14]=1>C(#N)C>[Cl:12][C:13]1[CH:14]=[CH:15][C:16]([C:17]([N:19]2[CH2:23][CH2:22][CH:21]([NH:24][C:25]3[S:26][CH:2]=[C:3](/[CH:4]=[CH:5]/[C:6]([O:8][CH2:9][CH3:10])=[O:7])[N:27]=3)[CH2:20]2)=[O:18])=[CH:28][CH:29]=1. Procedure details: The mixture of ethyl (2E)-5-chloro-4-oxo-2-pentenoate (0.5 g) and N-[1-(4-chlorobenzoyl)-3-pyrrolidinyl]thiourea (0.8 g) in acetonitrile (10 mL) was stirred at 70° C. for 3 hours, and the mixture was evaporated in vacuo. To the residue was added a solution of AcOEt and water, and the mixture was adjusted to pH 8 with 20% aqueous potassium carbonate. The separated organic layer was washed with water, dried over magnesium sulfate and evaporated in vacuo. The residue was purified by column chromato... Starting materials: C(C)(C)(C)OC(=O)N1[C@@H](CCC1)COC=1C=NC=C(C1)C#C[Si](C)(C)C (3-[[1-(tert-butoxycarbonyl)-2(S)-pyrrolidinyl]methoxy]-5-[(trimethylsilyl)ethynyl]pyridine), [F-].C(CCC)[N+](CCCC)(CCCC)CCCC (tetra-n-butylammonium fluoride). Solvent: C1CCOC1 (THF), C1CCOC1 (THF). Conditions: temperature 0 celsius, time 2 hour. The product is C(C)(C)(C)OC(=O)N1[C@@H](CCC1)COC=1C=NC=C(C1)C#C (3-[[1-(tert-butoxycarbonyl)-2(S)-pyrrolidinyl]methoxy]-5-ethynylpyridine). Isolated yield 119.6%. RXN SMILES: [C:1]([O:5][C:6]([N:8]1[CH2:12][CH2:11][CH2:10][C@H:9]1[CH2:13][O:14][C:15]1[CH:16]=[N:17][CH:18]=[C:19]([C:21]#[C:22][Si](C)(C)C)[CH:20]=1)=[O:7])([CH3:4])([CH3:3])[CH3:2].[F-].C([N+](CCCC)(CCCC)CCCC)CCC>C1COCC1>[C:1]([O:5][C:6]([N:8]1[CH2:12][CH2:11][CH2:10][C@H:9]1[CH2:13][O:14][C:15]1[CH:16]=[N:17][CH:18]=[C:19]([C:21]#[CH:22])[CH:20]=1)=[O:7])([CH3:4])([CH3:3])[CH3:2] |f:1.2|. Reported procedure: To a solution of 3-[[1-(tert-butoxycarbonyl)-2(S)-pyrrolidinyl]methoxy]-5-[(trimethylsilyl)ethynyl]pyridine (500 mg, 1.3 mmol) in anhydrous THF (43 mL) was added at 0° C. 1.0M tetra-n-butylammonium fluoride solution in THF (4.0 mL, 4.0 mmol). The reaction mixture was stirred at 0° C. for 2 h. The reaction was quenched by addition of saturated aqueous NH4Cl solution. The mixture was extracted with CH2Cl2, and the organic phase was dried over MgSO4, filtered, and concentrated in vacuo. The residue... Starting materials: COc1ccc(N(C(=O)CBr)C(C)C)cc1, CO, N. Product: COc1ccc(N(C(=O)CN)C(C)C)cc1. RXN SMILES: [Br:1][CH2:2][C:3](=[O:4])[N:5]([c:6]1[cH:7][cH:8][c:9]([O:12][CH3:13])[cH:10][cH:11]1)[CH:14]([CH3:15])[CH3:16].[CH3:18][OH:19].[NH3:17]>>[CH2:2]([C:3](=[O:4])[N:5]([c:6]1[cH:7][cH:8][c:9]([O:12][CH3:13])[cH:10][cH:11]1)[CH:14]([CH3:15])[CH3:16])[NH2:17]. Conditions: temperature 60 celsius. Starting materials: Cl.ClC1=CN=C(C2=CC(=CC=C12)S(=O)(=O)N1[C@@H](C(=O)O)CCC1)NC(=N)N (N-[(4-Chloro-1-guanidino-7-isoquinolinyl)sulphonyl]-D-proline hydrochloride), [H-].[Na+] (NaH), C(C)(C)(C)OC([C@@H]1N(CCC1)NS(=O)(=O)C1=CC=C2C(=CN=C(C2=C1)Cl)Cl)=O (1-{[(1,4-Dichloro-7-isoquinolinyl)sulphonyl]amino}-D-proline t-butyl ester). The yield is 75.9%. Procedure: N-[(4-Chloro-1-guanidino-7-isoquinolinyl)sulphonyl]-D-proline hydrochloride ##STR41## Guanidine hydrochloride (220 mg, 2.3 mmol) was added in one portion to a stirred suspension of NaH (55 mg, 80% dispersion by wt in mineral oil, 1.83 mmol) in DME (8 mL) and the mixture was heated at 60° C. under N2 for 30 min. 1-{[(1,4-Dichloro-7-isoquinolinyl)sulphonyl]amino}-D-proline t-butyl ester (250 mg, 0.58 mmol) was added and the mixture heated at reflux for 5 h. The cooled mixture was diluted with EtOA... Solvent: CCOC(=O)C (EtOAc), COCCOC (DME). RXN SMILES: Cl.[Cl:2][C:3]1[C:12]2[C:7](=[CH:8][C:9]([S:13]([N:16]3[CH2:23][CH2:22][CH2:21][C@@H:17]3[C:18]([OH:20])=[O:19])(=[O:15])=[O:14])=[CH:10][CH:11]=2)[C:6]([NH:24][C:25]([NH2:27])=[NH:26])=[N:5][CH:4]=1.[H-].[Na+].[C:30](OC(=O)[C@H]1CCCN1NS(C1C=C2C(C(Cl)=CN=C2Cl)=CC=1)(=O)=O)([CH3:33])([CH3:32])[CH3:31]>COCCOC.CCOC(C)=O>[C:30]([O:19][C:18](=[O:20])[C@H:17]1[CH2:21][CH2:22][CH2:23][N:16]1[S:13]([C:9]1[CH:8]=[C:7]2[C:12]([C:3]([Cl:2])=[CH:4][N:5]=[C:6]2[NH:24][C:25]([NH2:27])=[NH:26])=[CH:11][CH:10]=1)(=[O:15])=[O:14])([CH3:33])([CH3:32])[CH3:31] |f:0.1,2.3|. Yields the product C(C)(C)(C)OC([C@@H]1N(CCC1)S(=O)(=O)C1=CC=C2C(=CN=C(C2=C1)NC(=N)N)Cl)=O (N-[(4-chloro-1-guanidino-7-isoquinolinyl)sulphonyl]-D-proline t-butyl ester). Starting materials: C[N+](C)(C)Cc1ccccc1, ClCC1CO1, [Cl-], ClCCCl, [Na+], [OH-], O, Oc1ccccc1. As a reaction SMILES: [CH2:20]([N+:21]([CH3:22])([CH3:23])[CH3:24])[c:25]1[cH:26][cH:27][cH:28][cH:29][cH:30]1.[CH:1]1([CH2:2][Cl:3])[CH2:4][O:5]1.[Cl-:19].[Cl:6][CH2:7][CH2:8][Cl:9].[Na+:18].[OH-:17].[OH2:31].[OH:10][c:11]1[cH:12][cH:13][cH:14][cH:15][cH:16]1>>[CH:1]1([CH2:2][O:10][c:11]2[cH:12][cH:13][cH:14][cH:15][cH:16]2)[CH2:4][O:5]1. Yields the product c1ccc(OCC2CO2)cc1. Reactants: Cl(=O)[O-].[Na+] (sodium chlorite), NaH2PO4, FC1=C(C=C2C(=CNC2=C1)C=O)C1=CC=C(C=C1)C1=C(C=CC=C1)O (6-fluoro-5-(2′-hydroxybiphenyl-4-yl)-1H-indole-3-carbaldehyde), C(C)#N (acetonitrile), CC(C)=CC (2-methyl-2-butene). The solvent is O (water), C(C)(C)(C)O (t-butanol), O (water), C(C)(=O)OCC (Ethyl acetate). Conditions: temperature 0 celsius. Product: FC1=C(C=C2C(=CNC2=C1)C(=O)O)C1=CC=C(C=C1)C1=C(C=CC=C1)O (6-fluoro-5-(2′-hydroxybiphenyl-4-yl)-1H-indole-3-carboxylic acid). The yield is 4.0%. Reaction SMILES: [F:1][C:2]1[CH:10]=[C:9]2[C:5]([C:6]([CH:11]=[O:12])=[CH:7][NH:8]2)=[CH:4][C:3]=1[C:13]1[CH:18]=[CH:17][C:16]([C:19]2[CH:24]=[CH:23][CH:22]=[CH:21][C:20]=2[OH:25])=[CH:15][CH:14]=1.C(#N)C.CC(=CC)C.Cl([O-])=[O:35].[Na+]>O.C(OCC)(=O)C.C(O)(C)(C)C>[F:1][C:2]1[CH:10]=[C:9]2[C:5]([C:6]([C:11]([OH:35])=[O:12])=[CH:7][NH:8]2)=[CH:4][C:3]=1[C:13]1[CH:14]=[CH:15][C:16]([C:19]2[CH:24]=[CH:23][CH:22]=[CH:21][C:20]=2[OH:25])=[CH:17][CH:18]=1 |f:3.4|. Reported procedure: A round bottomed flask was charged with 6-fluoro-5-(2′-hydroxybiphenyl-4-yl)-1H-indole-3-carbaldehyde (20 mg, 0.60 mmol), acetonitrile, (1.0 mL), t-butanol (1.0 mL) and cooled to 0° C. 2-methyl-2-butene (0.49 mL, 4.6 mmol) was then added. In a separate flask, sodium chlorite (102 mg, 1.20 mmol) and NaH2PO4 (170 mg, 1.23 mmol) were dissolved in water (1 mL) then added to the reaction. The reaction was sealed and reacted at room temperature for 15 h. Ethyl acetate and water were added and the laye...